Dataset: the Open Reaction Database (ORD), a public repository of structured organic reaction records. Task: describe an organic reaction: reactants, conditions, products, and yield Starting materials: O(C1=CC=CC=C1)C=1C=NC=CC1 (3-phenoxypyridine), CC(C)O (2-propanol), CS(=O)(=O)O (methanesulfonic acid). The solvent is CCOCC (ether). Yields the product CS(=O)(=O)O.O(C1=CC=CC=C1)C=1C=NC=CC1 (3-phenoxypyridine Methanesulfonate). As a reaction SMILES: [O:1]([C:8]1[CH:9]=[N:10][CH:11]=[CH:12][CH:13]=1)[C:2]1[CH:7]=[CH:6][CH:5]=[CH:4][CH:3]=1.CC(O)C.[CH3:18][S:19]([OH:22])(=[O:21])=[O:20]>CCOCC>[CH3:18][S:19]([OH:22])(=[O:21])=[O:20].[O:1]([C:8]1[CH:9]=[N:10][CH:11]=[CH:12][CH:13]=1)[C:2]1[CH:3]=[CH:4][CH:5]=[CH:6][CH:7]=1 |f:4.5|. Reported procedure: A solution of 18 g. of 3-phenoxypyridine in 100 ml. of 2-propanol is treated with 9.6g. of methanesulfonic acid with stirring. The solution is diluted with ether and the crystalline precipitate of 3-phenoxypyridine methanesulfonate is collected, washed with ether and dried at reduced pressure; m.p. 121°-123° C. Reactants: ClC1=CC=2N(C(=N1)NCCNC1=NC=C(C#N)C=C1)N=CN2 (6-({2-[(7-Chloro[1,2,4]triazolo[1,5-c]pyrimidin-5-yl)amino]ethyl}amino)nicotinonitrile), ClC1=C(C=CC(=C1)Cl)B(O)O ((2,4-dichlorophenyl)boronic acid), tetrakis(triphenyl-phosphine)palladium(0), C([O-])([O-])=O.[Na+].[Na+] (sodium carbonate). Run in O1CCOCC1 (dioxane). Conditions: temperature 150 celsius. Yields the product ClC1=C(C=CC(=C1)Cl)C1=CC=2N(C(=N1)NCCNC1=NC=C(C#N)C=C1)N=CN2 (6-[(2-{[7-(2,4-Dichlorophenyl)[1,2,4]triazolo[1,5-c]pyrimidin-5-yl]amino}ethyl)amino]-nicotinonitrile). Reaction SMILES: Cl[C:2]1[N:7]=[C:6]([NH:8][CH2:9][CH2:10][NH:11][C:12]2[CH:19]=[CH:18][C:15]([C:16]#[N:17])=[CH:14][N:13]=2)[N:5]2[N:20]=[CH:21][N:22]=[C:4]2[CH:3]=1.[Cl:23][C:24]1[CH:29]=[C:28]([Cl:30])[CH:27]=[CH:26][C:25]=1B(O)O.C(=O)([O-])[O-].[Na+].[Na+]>O1CCOCC1>[Cl:23][C:24]1[CH:29]=[C:28]([Cl:30])[CH:27]=[CH:26][C:25]=1[C:2]1[N:7]=[C:6]([NH:8][CH2:9][CH2:10][NH:11][C:12]2[CH:19]=[CH:18][C:15]([C:16]#[N:17])=[CH:14][N:13]=2)[N:5]2[N:20]=[CH:21][N:22]=[C:4]2[CH:3]=1 |f:2.3.4|. Procedure details: 60 mg (0.19 mmol) of 6-({2-[(7-chloro[1,2,4]triazolo[1,5-c]pyrimidin-5-yl)amino]ethyl}amino)nicotinonitrile (Example 54A), 35.6 mg (0.19 mmol) of (2,4-dichlorophenyl)boronic acid and 21.6 mg (0.019 mmol) of tetrakis(triphenyl-phosphine)palladium(0) are introduced into a mixture of 4 ml of dioxane and 1.3 ml of saturated aqueous sodium carbonate solution under argon. The mixture is degassed with argon and then heated in a microwave at 150° C. for 30 min. Cooling is followed by filtration through ...